Dataset: the Open Reaction Database (ORD), a public repository of structured organic reaction records. Task: describe an organic reaction: reactants, conditions, products, and yield Starting materials: ClCCl, CN(C)C=O, O=C(O)C(CC1CCCC1)c1ccc(S(=O)(=O)C2CC2)cc1, [Cl-], O=C(Cl)C(=O)Cl, CC(C)(O)Cn1ccc(N)n1, Cc1cccc(C)n1. Yields the product CC(C)(O)Cn1ccc(NC(=O)C(CC2CCCC2)c2ccc(S(=O)(=O)C3CC3)cc2)n1. As a reaction SMILES: [CH2:49]([Cl:50])[Cl:51].[CH3:52][N:53]([CH3:54])[CH:55]=[O:56].[CH:1]1([CH2:6][CH:7]([C:8](=[O:9])[OH:10])[c:11]2[cH:12][cH:13][c:14]([S:17](=[O:18])(=[O:19])[CH:20]3[CH2:21][CH2:22]3)[cH:15][cH:16]2)[CH2:2][CH2:3][CH2:4][CH2:5]1.[Cl-:48].[Cl:23][C:24]([C:25]([Cl:26])=[O:27])=[O:28].[NH2:29][c:30]1[n:31][n:32]([CH2:35][C:36]([CH3:37])([OH:38])[CH3:39])[cH:33][cH:34]1.[n:40]1[c:41]([CH3:42])[cH:43][cH:44][cH:45][c:46]1[CH3:47]>>[CH:1]1([CH2:6][CH:7]([C:8](=[O:9])[NH:29][c:30]2[n:31][n:32]([CH2:35][C:36]([CH3:37])([OH:38])[CH3:39])[cH:33][cH:34]2)[c:11]2[cH:12][cH:13][c:14]([S:17](=[O:18])(=[O:19])[CH:20]3[CH2:21][CH2:22]3)[cH:15][cH:16]2)[CH2:2][CH2:3][CH2:4][CH2:5]1. Starting materials: FC(CNS(=O)(=O)C(C)C)(C)C1=CC=C(C=C1)I ([2-fluoro-2-(4-iodophenyl)propyl][(methylethyl)sulfonyl]amine), S1C=CC=C1.C1=CC(=CC=C1)B(O)O (thiophene 3-benzene boronic acid), C([O-])([O-])=O.[K+].[K+] (potassium carbonate), tetrakis(triphenyl phosphine)palladium(0), O (H2O). Run in O1CCOCC1.O (dioxane water). Reaction conditions: temperature 100 celsius, time 18 hour. The product is FC(CNS(=O)(=O)C(C)C)(C)C1=CC=C(C=C1)C1=CSC=C1 ([2-Fluoro-2-(4-(3-thienyl)phenyl)propyl][(methylethyl)sulfonyl]amine). Isolated yield 80.3%. Reaction SMILES: [F:1][C:2]([C:12]1[CH:17]=[CH:16][C:15](I)=[CH:14][CH:13]=1)([CH3:11])[CH2:3][NH:4][S:5]([CH:8]([CH3:10])[CH3:9])(=[O:7])=[O:6].[S:19]1[CH:23]=[CH:22][CH:21]=[CH:20]1.C1C=CC=C(B(O)O)C=1.C(=O)([O-])[O-].[K+].[K+].O>O1CCOCC1.O>[F:1][C:2]([C:12]1[CH:17]=[CH:16][C:15]([C:21]2[CH:22]=[CH:23][S:19][CH:20]=2)=[CH:14][CH:13]=1)([CH3:11])[CH2:3][NH:4][S:5]([CH:8]([CH3:10])[CH3:9])(=[O:7])=[O:6] |f:1.2,3.4.5,7.8|. Procedure details: Scheme VI, Step A′: Into a 50 mL single neck [2-fluoro-2-(4-iodophenyl)propyl][(methylethyl)sulfonyl]amine (150 mg, 0.39 mmol, prepared in example 1), thiophene-3-benzene boronic acid (74 mg, 0.56 mmol), potassium carbonate (80 mg, 0.56 mmol) and tetrakis(triphenyl phosphine)palladium(0) (31 mg, 0.027 mmol) were combined in dioxane/water (15 mL, 3:1). The mixture was heated at 100° C. under stirring for 18 hours. The reaction was cooled to room temperature and poured into H2O. The desired produc... The product is FC1=NC=CN=C1C1CCN(CC1)CCF (2-FLUORO-3-(1-(2-FLUOROETHYL)PIPERIDIN-4-YL)PYRAZINE). Procedure details: In a glass microwave vial containing 2-fluoro-3-(piperidin-4-yl)pyrazine 2,2,2-trifluoroacetate (0.2 g, 0.68 mmol), cesium carbonate (0.12 mL, 1.5 mmol) was added 2-fluoroethyl tosylate (0.22 mL, 1.0 mmol) and Acetonitrile (2.5 mL). The reaction mixture was stirred and heated in a Discover® model microwave reactor (CEM, Matthews, N C) at 120° C. for 10 min (300 watts, Powermax feature on), then at the same temperature for another 10 min. LCMS showed desired product formation 104960-15-1. Run in C(C)#N (Acetonitrile). Reactants: FC(C(=O)O)(F)F.FC1=NC=CN=C1C1CCNCC1 (2-fluoro-3-(piperidin-4-yl)pyrazine 2,2,2-trifluoroacetate), C([O-])([O-])=O.[Cs+].[Cs+] (cesium carbonate), S(=O)(=O)(OCCF)C1=CC=C(C)C=C1 (2-fluoroethyl tosylate). Reaction SMILES: F[C:2]([F:7])(F)[C:3](O)=O.[F:8][C:9]1[C:14]([CH:15]2[CH2:20][CH2:19][NH:18][CH2:17][CH2:16]2)=[N:13][CH:12]=[CH:11][N:10]=1.C(=O)([O-])[O-].[Cs+].[Cs+].S(C1C=CC(C)=CC=1)(OCCF)(=O)=O>C(#N)C>[F:8][C:9]1[C:14]([CH:15]2[CH2:20][CH2:19][N:18]([CH2:3][CH2:2][F:7])[CH2:17][CH2:16]2)=[N:13][CH:12]=[CH:11][N:10]=1 |f:0.1,2.3.4|. Run at temperature 120 celsius, time 10 minute.